From a dataset of the Open Reaction Database (ORD), a public repository of structured organic reaction records. describe an organic reaction: reactants, conditions, products, and yield RXN SMILES: [CH2:1]([O:3][C:4]([C:6]1[C:7]([O:16][CH2:17][CH3:18])=[N:8][C:9](S(C)(=O)=O)=[N:10][CH:11]=1)=[O:5])[CH3:2].[CH3:19][NH:20][CH3:21]>C(#N)C>[CH2:1]([O:3][C:4]([C:6]1[C:7]([O:16][CH2:17][CH3:18])=[N:8][C:9]([N:20]([CH3:21])[CH3:19])=[N:10][CH:11]=1)=[O:5])[CH3:2]. Yields the product C(C)OC(=O)C=1C(=NC(=NC1)N(C)C)OCC (2-dimethylamino-4-ethoxy-pyrimidine-5-carboxylic acid ethyl ester). Conditions: temperature 80 celsius, time 3 hour. The solvent is C(C)#N (acetonitrile). The reactants are C(C)OC(=O)C=1C(=NC(=NC1)S(=O)(=O)C)OCC (4-Ethoxy-2-methanesulfonyl-pyrimidine-5-carboxylic acid ethyl ester), CNC (Dimethylamine). Procedure details: 4-Ethoxy-2-methanesulfonyl-pyrimidine-5-carboxylic acid ethyl ester (60 mg, 0.22 mmol) was dissolved in acetonitrile. Dimethylamine (0.6 mL, 2.0 M in methanol) was added and reaction mixture was stirred in seal tube at 80° C. for 3 h. The reaction progress was checked by LC-MS. After the reaction was completed, it was concentrated to give 2-dimethylamino-4-ethoxy-pyrimidine-5-carboxylic acid ethyl ester as a white solid (50 mg). LR-MS: 239 [(M+H)+]